Dataset: the Open Reaction Database (ORD), a public repository of structured organic reaction records. Task: describe an organic reaction: reactants, conditions, products, and yield Starting materials: C1CCCCC1, CS(C)=O, Cc1cccc(C2CC2)c1[O-], Cc1cccc(C2CC2)c1O, [Na+], O, Oc1cc(Cl)nnc1Cl. The product is Cc1cccc(C2CC2)c1Oc1nnc(Cl)cc1O. Reaction SMILES: [CH2:37]1[CH2:38][CH2:39][CH2:40][CH2:41][CH2:42]1.[CH3:13][S:14](=[O:15])[CH3:16].[CH:1]1([c:4]2[c:5]([O-:6])[c:7]([CH3:11])[cH:8][cH:9][cH:10]2)[CH2:2][CH2:3]1.[CH:26]1([c:27]2[cH:28][cH:29][cH:30][c:31]([CH3:32])[c:33]2[OH:34])[CH2:35][CH2:36]1.[Na+:12].[OH2:43].[OH:17][c:18]1[c:19]([Cl:25])[n:20][n:21][c:22]([Cl:24])[cH:23]1>>[CH:1]1([c:4]2[c:5]([O:6][c:19]3[c:18]([OH:17])[cH:23][c:22]([Cl:24])[n:21][n:20]3)[c:7]([CH3:11])[cH:8][cH:9][cH:10]2)[CH2:2][CH2:3]1. The reactants are ClC1=CC=2N(C=C1)N=C(C2C2=NC(=NC=C2)NC2CCCC2)C2=CC=C(C=C2)F (4-[5-Chloro-2-(4-fluorophenyl)pyrazolo[1,5-α]pyridin-3-yl]-N-cyclopentyl-2-pyrimidinamine), C(C)(C)N (isopropylamine), C1(=CC=CC=C1)P(C1=C(C2=CC=CC=C2C=C1)C1=C(C=CC2=CC=CC=C12)P(C1=CC=CC=C1)C1=CC=CC=C1)C1=CC=CC=C1 (rac-2,2′-bis(diphenylphosphino)-1,1′-binaphthyl), C([O-])([O-])=O.[Cs+].[Cs+] (cesium carbonate). The reagents and catalysts are C(C)(=O)[O-].[Pd+2].C(C)(=O)[O-] (palladium (II) acetate). Product: C1(CCCC1)NC1=NC=CC(=N1)C=1C(=NN2C1C=C(C=C2)NC(C)C)C2=CC=C(C=C2)F (3-[2-(Cyclopentylamino)-4-pyrimidinyl]-2-(4-fluorophenyl)-N-isopropylpyrazolo[1,5-α]pyridin-5-amine). RXN SMILES: Cl[C:2]1[CH:7]=[CH:6][N:5]2[N:8]=[C:9]([C:23]3[CH:28]=[CH:27][C:26]([F:29])=[CH:25][CH:24]=3)[C:10]([C:11]3[CH:16]=[CH:15][N:14]=[C:13]([NH:17][CH:18]4[CH2:22][CH2:21][CH2:20][CH2:19]4)[N:12]=3)=[C:4]2[CH:3]=1.[CH:30]([NH2:33])([CH3:32])[CH3:31].C1(P(C2C=CC=CC=2)C2C=CC3C(=CC=CC=3)C=2C2C3C(=CC=CC=3)C=CC=2P(C2C=CC=CC=2)C2C=CC=CC=2)C=CC=CC=1.C(=O)([O-])[O-].[Cs+].[Cs+]>C([O-])(=O)C.[Pd+2].C([O-])(=O)C>[CH:18]1([NH:17][C:13]2[N:12]=[C:11]([C:10]3[C:9]([C:23]4[CH:28]=[CH:27][C:26]([F:29])=[CH:25][CH:24]=4)=[N:8][N:5]4[CH:6]=[CH:7][C:2]([NH:33][CH:30]([CH3:32])[CH3:31])=[CH:3][C:4]=34)[CH:16]=[CH:15][N:14]=2)[CH2:22][CH2:21][CH2:20][CH2:19]1 |f:3.4.5,6.7.8|. Procedure: 4-[5-Chloro-2-(4-fluorophenyl)pyrazolo[1,5-α]pyridin-3-yl]-N-cyclopentyl-2-pyrimidinamine (0.1 g, 0.25 mmol) and isopropylamine were treated with rac-2,2′-bis(diphenylphosphino)-1,1′-binaphthyl, cesium carbonate and palladium (II) acetate as described in Example 2 to give, after purification by flash chromatography (1:1 hexanes-ethyl acetate), 3-[2-(cyclopentylamino)-4-pyrimidinyl]-2-(4-fluorophenyl)-N-isopropylpyrazolo[1,5-α]pyridin-5-amine (70 mg, 66%) as a solid. 1H-NMR (CDCl3): δ 8.17 (d, 1H... Reactants: C(C)(C)(C)OC(NC1CCN(CC1)C=1N(C(C(=C(N1)C#N)Cl)=O)C)=O ([1-(5-chloro-4-cyano-1-methyl-6-oxo-1,6-dihydro-pyrimidin-2-yl)-piperidin-4-yl]-carbamic acid tert-butyl ester), FC=1C=C(C=CC1OC)B(O)O (3-fluoro-4-methoxybenzeneboronic acid), C(=O)([O-])[O-].[Na+].[Na+] (Na2CO3). Reagents/catalysts: C1=CC=C(C=C1)P([C-]2C=CC=C2)C3=CC=CC=C3.C1=CC=C(C=C1)P([C-]2C=CC=C2)C3=CC=CC=C3.Cl[Pd]Cl.[Fe+2] (Pd(dppf)2Cl2). Run in O1CCOCC1 (dioxane), O (H2O). Conditions: temperature 145 celsius, time 2 hour. Product: C(C)(C)(C)OC(NC1CCN(CC1)C=1N(C(C(=C(N1)C#N)C1=CC(=C(C=C1)OC)F)=O)C)=O ({1-[4-cyano-5-(3-fluoro-4-methoxy-phenyl)-1-methyl-6-oxo-1,6-dihydro-pyrimidin-2-yl]-piperidin-4-yl}-carbamic acid tert-butyl ester). Isolated yield 44.5%. RXN SMILES: [C:1]([O:5][C:6](=[O:25])[NH:7][CH:8]1[CH2:13][CH2:12][N:11]([C:14]2[N:15]([CH3:24])[C:16](=[O:23])[C:17](Cl)=[C:18]([C:20]#[N:21])[N:19]=2)[CH2:10][CH2:9]1)([CH3:4])([CH3:3])[CH3:2].[F:26][C:27]1[CH:28]=[C:29](B(O)O)[CH:30]=[CH:31][C:32]=1[O:33][CH3:34].C([O-])([O-])=O.[Na+].[Na+]>O1CCOCC1.O.C1C=CC(P(C2C=CC=CC=2)[C-]2C=CC=C2)=CC=1.C1C=CC(P(C2C=CC=CC=2)[C-]2C=CC=C2)=CC=1.Cl[Pd]Cl.[Fe+2]>[C:1]([O:5][C:6](=[O:25])[NH:7][CH:8]1[CH2:13][CH2:12][N:11]([C:14]2[N:15]([CH3:24])[C:16](=[O:23])[C:17]([C:29]3[CH:30]=[CH:31][C:32]([O:33][CH3:34])=[C:27]([F:26])[CH:28]=3)=[C:18]([C:20]#[N:21])[N:19]=2)[CH2:10][CH2:9]1)([CH3:4])([CH3:3])[CH3:2] |f:2.3.4,7.8.9.10|. Reported procedure: A mixture of [1-(5-chloro-4-cyano-1-methyl-6-oxo-1,6-dihydro-pyrimidin-2-yl)-piperidin-4-yl]-carbamic acid tert-butyl ester (200 mg, 0.54 mmol), 3-fluoro-4-methoxybenzeneboronic acid (278 mg, 1.63 mmol), Pd(dppf)2Cl2 (119 mg, 0.16 mmol), and Na2CO3 (173 mg, 1.63 mmol) in dioxane (5 mL) and H2O (1 mL) was degassed with N2 and stirred at 145° C. in the microwave for 2 h. The reaction mixture was cooled to RT and filtered. The filtrate was concentrated in vacuo and the residue purified by preperati... The reactants are O1C(NCC1)=O (oxazolidinone), acyl halide, C(CC)(=O)Cl (propionyl chloride), O1C(NCC1)=O (oxazolidinone), C(CCC)[Li] (butyllithium). Run in CCCCCC (hexane). Yields the product C(CC)(=O)N1C(OCC1)=O (N-propionyloxazolidinone). Reaction SMILES: [O:1]1[CH2:5][CH2:4][NH:3][C:2]1=[O:6].C([Li])CCC.[C:12](Cl)(=[O:15])[CH2:13][CH3:14]>CCCCCC>[C:12]([N:3]1[CH2:4][CH2:5][O:1][C:2]1=[O:6])(=[O:15])[CH2:13][CH3:14]. Reported procedure: Following the cyclization reaction, the formed oxazolidinone is N-acylated to form the nucleophilic precursor of the molecule. The oxazolidinone is reacted with butyllithium in hexane, to form the conjugate base and then reacted with an acyl halide such as propionyl chloride at -71° C., for 0.5-1 hour to yield the N-propionyloxazolidinone.